The task is: describe an organic reaction: reactants, conditions, products, and yield. This data is from the Open Reaction Database (ORD), a public repository of structured organic reaction records. Yields the product COc1cc2c(Cl)ncnc2cc1OCCCN1C(=O)CNC1=O. As a reaction SMILES: [Cl:1][c:2]1[n:3][cH:4][n:5][c:6]2[cH:7][c:8]([OH:14])[c:9]([O:12][CH3:13])[cH:10][c:11]12.[Cl:59][CH2:60][Cl:61].[O:45]=[C:46]([O:47][CH:48]([CH3:49])[CH3:50])[N:51]=[N:52][C:53]([O:54][CH:55]([CH3:56])[CH3:57])=[O:58].[OH:15][CH2:16][CH2:17][CH2:18][N:19]1[C:20](=[O:25])[NH:21][CH2:22][C:23]1=[O:24].[c:26]1([P:27]([c:28]2[cH:29][cH:30][cH:31][cH:32][cH:33]2)[c:34]2[cH:35][cH:36][cH:37][cH:38][cH:39]2)[cH:40][cH:41][cH:42][cH:43][cH:44]1>>[Cl:1][c:2]1[n:3][cH:4][n:5][c:6]2[cH:7][c:8]([O:14][CH2:16][CH2:17][CH2:18][N:19]3[C:20](=[O:25])[NH:21][CH2:22][C:23]3=[O:24])[c:9]([O:12][CH3:13])[cH:10][c:11]12. The reactants are COc1cc2c(Cl)ncnc2cc1O, ClCCl, CC(C)OC(=O)N=NC(=O)OC(C)C, O=C1CNC(=O)N1CCCO, c1ccc(P(c2ccccc2)c2ccccc2)cc1. Reactants: [Al+3], CCCc1ncc2ccccn12, [Cl-], [Cl-], [Cl-], ClCCCl, O=C(O)c1ccccc1I. The product is CCCc1nc(C(=O)c2ccccc2I)c2ccccn12. RXN SMILES: [Al+3:14].[CH2:15]([CH2:16][CH3:17])[c:18]1[n:19][cH:20][c:21]2[n:22]1[cH:23][cH:24][cH:25][cH:26]2.[Cl-:11].[Cl-:12].[Cl-:13].[Cl:27][CH2:28][CH2:29][Cl:30].[OH:1][C:2](=[O:3])[c:4]1[cH:5][cH:6][cH:7][cH:8][c:9]1[I:10]>>[C:2](=[O:3])([c:4]1[cH:5][cH:6][cH:7][cH:8][c:9]1[I:10])[c:20]1[n:19][c:18]([CH2:15][CH2:16][CH3:17])[n:22]2[c:21]1[cH:26][cH:25][cH:24][cH:23]2. Starting materials: CSC1=CC=C(C=C1)CC(C)=O (1-(4-Methylsulfanyl-phenyl)-propan-2-one), N1=C(C=NC=C1)NC(=S)N (Pyrazin-2-yl-thiourea), CC=1N=C(SC1C1=CC=C(C=C1)S(=O)(=O)N)NC1=NC=CN=C1 (4-[4-methyl-2-(pyrazin-2-ylamino)-thiazol-5-yl]-benzenesulfonamide). Yields the product CC=1N=C(SC1C1=CC=C(C=C1)SC)NC1=NC=CN=C1 ([4-Methyl-5-(4-methylsulfanyl-phenyl)-thiazol-2-yl]-pyrazin-2-yl-amine). RXN SMILES: [CH3:1][S:2][C:3]1[CH:8]=[CH:7][C:6]([CH2:9][C:10](=O)[CH3:11])=[CH:5][CH:4]=1.[N:13]1[CH:18]=[CH:17][N:16]=[CH:15][C:14]=1[NH:19][C:20]([NH2:22])=[S:21].CC1N=C(NC2C=NC=CN=2)SC=1C1C=CC(S(N)(=O)=O)=CC=1>>[CH3:11][C:10]1[N:22]=[C:20]([NH:19][C:14]2[CH:15]=[N:16][CH:17]=[CH:18][N:13]=2)[S:21][C:9]=1[C:6]1[CH:7]=[CH:8][C:3]([S:2][CH3:1])=[CH:4][CH:5]=1. Procedure: Using 1-(4-methylsulfanyl-phenyl)-propan-2-one (27b) and pyrazin-2-yl-thiourea (1a) in an analogous procedure described for the preparation of 4-[4-methyl-2-(pyrazin-2-ylamino)-thiazol-5-yl]-benzenesulfonamide (Example 1b) affords the title compound.